From a dataset of the Open Reaction Database (ORD), a public repository of structured organic reaction records. describe an organic reaction: reactants, conditions, products, and yield The reactants are O (water), C(C)(=O)O[C@@H]1C[C@@H]2CC=C3[C@]4(CC[C@@H]([C@@]4(C)CC[C@@H]3[C@]2(CC1)COC(C)=O)OC(C(C)(C)C)=O)O (3β ,19-diacetoxy-14β-hydroxy-17β-pivaloxy-5α-androst-7-ene), [OH-].[K+] (potassium hydroxide), C(C)(=O)O (acetic acid). Run in C(C)(=O)OCC (ethyl acetate). The product is O[C@@H]1C[C@@H]2CC=C3[C@]4(CC[C@@H]([C@@]4(C)CC[C@@H]3[C@]2(CC1)CO)O)O (3β ,14β ,17β ,19-tetrahydroxy-5α-androst-7-ene). As a reaction SMILES: C([O:4][C@H:5]1[CH2:22][CH2:21][C@@:20]2([CH2:23][O:24]C(=O)C)[C@@H:7]([CH2:8][CH:9]=[C:10]3[C@@H:19]2[CH2:18][CH2:17][C@@:15]2([CH3:16])[C@:11]3([OH:35])[CH2:12][CH2:13][C@@H:14]2[O:28]C(=O)C(C)(C)C)[CH2:6]1)(=O)C.[OH-].[K+].C(O)(=O)C.O>C(OCC)(=O)C>[OH:4][C@H:5]1[CH2:22][CH2:21][C@@:20]2([CH2:23][OH:24])[C@@H:7]([CH2:8][CH:9]=[C:10]3[C@@H:19]2[CH2:18][CH2:17][C@@:15]2([CH3:16])[C@:11]3([OH:35])[CH2:12][CH2:13][C@@H:14]2[OH:28])[CH2:6]1 |f:1.2|. Reported procedure: A mixture of 20 mg of 3β ,19-diacetoxy-14β-hydroxy-17β-pivaloxy-5α-androst-7-ene and 1.0 ml of 0.2 N methanolic potassium hydroxide was heated under nitrogen at 70° C. for 20 hours whereupon a solution of 0.2 N acetic acid in ethyl acetate was added and the mixture was evaporated. The residue obtained was treated with water and the mixture was then extracted with ethyl acetate. Evaporation of the ethyl acetate solution gave 3β ,14β ,17β ,19-tetrahydroxy-5α-androst-7-ene as indicated by tlc analy... The reactants are N#CC=CC#N, CS(C)=O, NNc1c(Cl)cc(C(F)(F)F)cc1Cl, O. Yields the product N#CCC(C#N)NNc1c(Cl)cc(C(F)(F)F)cc1Cl. Reaction SMILES: [C:15]([CH:16]=[CH:17][C:18]#[N:19])#[N:20].[CH3:21][S:22]([CH3:23])=[O:24].[Cl:1][c:2]1[c:3]([NH:13][NH2:14])[c:4]([Cl:12])[cH:5][c:6]([C:8]([F:9])([F:10])[F:11])[cH:7]1.[OH2:25]>>[Cl:1][c:2]1[c:3]([NH:13][NH:14][CH:17]([CH2:16][C:15]#[N:20])[C:18]#[N:19])[c:4]([Cl:12])[cH:5][c:6]([C:8]([F:9])([F:10])[F:11])[cH:7]1. Reactants: NC=1C(=C(C(=C(C1I)C(=O)NCC(COC(C)=O)OC(C)=O)I)NC(=O)NC1=C(C(=C(C(=C1I)C(=O)NCC(COC(C)=O)OC(C)=O)I)N)I)I (N,N'-bis[3-amino-2,4,6-triiodo-5-(2,3-diacetoxypropylaminocarbonyl)phenyl]urea). Solvent: C(C)(=O)OCC(=O)Cl (acetoxyacetyl chloride). Run at time 24 hour. Product: IC1=C(C(=C(C(=C1NC(COC(C)=O)=O)I)C(=O)NCC(COC(C)=O)OC(C)=O)I)NC(=O)NC1=C(C(=C(C(=C1I)C(=O)NCC(COC(C)=O)OC(C)=O)I)NC(COC(C)=O)=O)I (N,N'-bis[2,4,6-triiodo-3-(2-acetoxyacetamido)-5-(2,3-diacetoxypropylaminocarbonyl)phenyl]urea). RXN SMILES: [NH2:1][C:2]1[C:3]([I:52])=[C:4]([NH:24][C:25]([NH:27][C:28]2[C:33]([I:34])=[C:32]([C:35]([NH:37][CH2:38][CH:39]([O:45][C:46](=[O:48])[CH3:47])[CH2:40][O:41][C:42](=[O:44])[CH3:43])=[O:36])[C:31]([I:49])=[C:30]([NH2:50])[C:29]=2[I:51])=[O:26])[C:5]([I:23])=[C:6]([C:9]([NH:11][CH2:12][CH:13]([O:19][C:20](=[O:22])[CH3:21])[CH2:14][O:15][C:16](=[O:18])[CH3:17])=[O:10])[C:7]=1[I:8]>C(OCC(Cl)=O)(=O)C>[I:52][C:3]1[C:2]([NH:1][C:39](=[O:45])[CH2:40][O:41][C:42](=[O:44])[CH3:43])=[C:7]([I:8])[C:6]([C:9]([NH:11][CH2:12][CH:13]([O:19][C:20](=[O:22])[CH3:21])[CH2:14][O:15][C:16](=[O:18])[CH3:17])=[O:10])=[C:5]([I:23])[C:4]=1[NH:24][C:25]([NH:27][C:28]1[C:33]([I:34])=[C:32]([C:35]([NH:37][CH2:38][CH:39]([O:45][C:46](=[O:48])[CH3:47])[CH2:40][O:41][C:42](=[O:44])[CH3:43])=[O:36])[C:31]([I:49])=[C:30]([NH:50][C:13](=[O:19])[CH2:14][O:15][C:16](=[O:18])[CH3:17])[C:29]=1[I:51])=[O:26]. Procedure: N,N'-bis[3-amino-2,4,6-triiodo-5-(2,3-diacetoxypropylaminocarbonyl)phenyl]urea (1.0 g, 0.71 mmol) was dissolved in acetoxyacetyl chloride (5 ml) and the solution was stirred at ambient temperature for 24 h. After heating to 60° C. for 2.5 h, the solution was evaporated to dryness and the residue was triturated with water (40 ml). The tan-colored precipitate was filtered off, washed again with water (20 ml) and dried. Yield: 0.92 g (81%). Starting materials: COc1cc(Nc2c(C#N)cnc3cc(Br)ccc23)c(Cl)cc1Cl, Brc1cscc1CN1CCOCC1. Yields the product COc1cc(Nc2c(C#N)cnc3cc(-c4cscc4CN4CCOCC4)ccc23)c(Cl)cc1Cl. RXN SMILES: [Br:1][c:2]1[cH:3][cH:4][c:5]2[c:6]([NH:14][c:15]3[c:16]([Cl:24])[cH:17][c:18]([Cl:23])[c:19]([O:21][CH3:22])[cH:20]3)[c:7]([C:12]#[N:13])[cH:8][n:9][c:10]2[cH:11]1.[Br:25][c:26]1[c:27]([CH2:31][N:32]2[CH2:33][CH2:34][O:35][CH2:36][CH2:37]2)[cH:28][s:29][cH:30]1>>[c:2]1(-[c:26]2[c:27]([CH2:31][N:32]3[CH2:33][CH2:34][O:35][CH2:36][CH2:37]3)[cH:28][s:29][cH:30]2)[cH:3][cH:4][c:5]2[c:6]([NH:14][c:15]3[c:16]([Cl:24])[cH:17][c:18]([Cl:23])[c:19]([O:21][CH3:22])[cH:20]3)[c:7]([C:12]#[N:13])[cH:8][n:9][c:10]2[cH:11]1. The reactants are C(Cl)Cl (methylene chloride), C(CCC)NC([C@@H](C[C@H]1[C@@H](N(C(O1)(C)C)C(=O)OC(C)(C)C)CC(CCO)(C)C)C)=O (3-[3-tert-butoxycarbonyl-4(S)-(4-hydroxy-2,2-dimethylbutyl)-2,2-dimethyloxazolidin-5(S)-yl]-2(R)-methyl-propionic acid (N-butyl)amide), crude product, C(Cl)(Cl)(Cl)Cl (carbon tetrachloride), I(=O)(=O)(=O)[O-].[Na+] (sodium periodate). Reagents/catalysts: O.[Ru](Cl)(Cl)Cl (ruthenium(III) chloride hydrate). The solvent is C(C)#N (acetonitrile), C(C)OCC (diethyl ether), O (water). Conditions: time 5 hour. Yields the product C(CCC)NC([C@@H](C[C@H]1[C@@H](N(C(O1)(C)C)C(=O)OC(C)(C)C)CC(CC(=O)O)(C)C)C)=O (3-[N-Tert-butoxycarbonyl-4(S)-(3-carboxy-2,2-dimethylpropyl)-2,2-dimethyl-1,3-oxazolidin-5(S)-yl]-2(R)-methyl-propionic acid (N-butyl)amide). Reaction SMILES: [CH2:1]([NH:5][C:6](=[O:31])[C@H:7]([CH3:30])[CH2:8][C@@H:9]1[O:13][C:12]([CH3:15])([CH3:14])[N:11]([C:16]([O:18][C:19]([CH3:22])([CH3:21])[CH3:20])=[O:17])[C@H:10]1[CH2:23][C:24]([CH3:29])([CH3:28])[CH2:25][CH2:26][OH:27])[CH2:2][CH2:3][CH3:4].C(Cl)(Cl)(Cl)Cl.I([O-])(=O)(=O)=[O:38].[Na+].C(Cl)Cl>C(#N)C.O.C(OCC)C.O.[Ru](Cl)(Cl)Cl>[CH2:1]([NH:5][C:6](=[O:31])[C@H:7]([CH3:30])[CH2:8][C@@H:9]1[O:13][C:12]([CH3:15])([CH3:14])[N:11]([C:16]([O:18][C:19]([CH3:20])([CH3:21])[CH3:22])=[O:17])[C@H:10]1[CH2:23][C:24]([CH3:29])([CH3:28])[CH2:25][C:26]([OH:38])=[O:27])[CH2:2][CH2:3][CH3:4] |f:2.3,8.9|. Procedure: 2.9 g of 3-[3-tert-butoxycarbonyl-4(S)-(4-hydroxy-2,2-dimethylbutyl)-2,2-dimethyloxazolidin-5(S)-yl]-2(R)-methyl-propionic acid (N-butyl)amide are dissolved in 45 ml of acetonitrile and 45 ml of carbon tetrachloride and the solution is added to a solution of 8.56 g of sodium periodate and 150 mg of ruthenium(III) chloride hydrate in 85 ml of water. After 5 h, the crude product is isolated by extraction with methylene chloride. The crude product is then dissolved in 200 ml of diethyl ether and th... Reactants: COC=1C=C2C=C(C(=C(C2=CC1)O)C1=CC=CC=C1)CCCCC (6-(Methyloxy)-3-pentyl-2-phenyl-1-naphthalenol), FC1=CC=C(C=O)C=C1 (4-fluorobenzaldehyde), C(=O)([O-])[O-].[Cs+].[Cs+] (Cs2CO3). Solvent: CN(C)C=O (DMF). The product is COC=1C=C2C=C(C(=C(C2=CC1)OC1=CC=C(C=O)C=C1)C1=CC=CC=C1)CCCCC (4-{[6-(Methyloxy)-3-pentyl-2-phenyl-1-naphthalenyl]oxy}benzaldehyde). The yield is 80.0%. RXN SMILES: [CH3:1][O:2][C:3]1[CH:4]=[C:5]2[C:10](=[CH:11][CH:12]=1)[C:9]([OH:13])=[C:8]([C:14]1[CH:19]=[CH:18][CH:17]=[CH:16][CH:15]=1)[C:7]([CH2:20][CH2:21][CH2:22][CH2:23][CH3:24])=[CH:6]2.F[C:26]1[CH:33]=[CH:32][C:29]([CH:30]=[O:31])=[CH:28][CH:27]=1.C([O-])([O-])=O.[Cs+].[Cs+]>CN(C=O)C>[CH3:1][O:2][C:3]1[CH:4]=[C:5]2[C:10](=[CH:11][CH:12]=1)[C:9]([O:13][C:26]1[CH:33]=[CH:32][C:29]([CH:30]=[O:31])=[CH:28][CH:27]=1)=[C:8]([C:14]1[CH:15]=[CH:16][CH:17]=[CH:18][CH:19]=1)[C:7]([CH2:20][CH2:21][CH2:22][CH2:23][CH3:24])=[CH:6]2 |f:2.3.4|. Procedure details: 6-(Methyloxy)-3-pentyl-2-phenyl-1-naphthalenol (113) (0.41 g, 1.28 mmol) and 4-fluorobenzaldehyde was heated with Cs2CO3 in DMF at 100° C. to give 0.44 g (80%) of the title compound (114) as a light yellow oil. 1H NMR (400 MHz, CDCl3): δ 0.78 (t, J=6.8 Hz, 3H), 1.10-1.25 (m, 4H), 1.40-1.55 (m, 2H), 2.47 (t, J=7.9 Hz, 2H), 3.94 (s, 3H), 6.68 (d, J=8.6 Hz, 2H), 7.05 (dd, J1=9.1 Hz, J2=2.4 Hz, 1H), 7.08-7.14 (m, 2H), 7.18 (d, J=2.4 Hz, 1H), 7.19-7.25 (m, 3H), 7.58-7.64 (m, 3H), 7.67 (d, J=9.1 Hz, 1... Reactants: N[C@H](CCO)C1=CC=CC=C1 ((R)-3-amino-3-phenylpropan-1-ol), N(=C=S)C1=CC=C(C=C1)C1=NN(C=N1)C1=CC=C(C=C1)OC(F)(F)F (3-(4-isothiocyanato-phenyl)-1-(4-trifluoromethoxy-phenyl)-1H-1,2,4-triazole). Yields the product OCC[C@H](C1=CC=CC=C1)NC(=S)NC1=CC=C(C=C1)C1=NN(C=N1)C1=CC=C(C=C1)OC(F)(F)F ((R)-1-(3-Hydroxy-1-phenylpropyl)-3-(4-(1-(4-(trifluoromethoxy)phenyl)-1H-1,2,4-triazol-3-yl)phenyl)thiourea), solid. The yield is 64.0%. Reaction SMILES: [NH2:1][C@@H:2]([C:6]1[CH:11]=[CH:10][CH:9]=[CH:8][CH:7]=1)[CH2:3][CH2:4][OH:5].[N:12]([C:15]1[CH:20]=[CH:19][C:18]([C:21]2[N:25]=[CH:24][N:23]([C:26]3[CH:31]=[CH:30][C:29]([O:32][C:33]([F:36])([F:35])[F:34])=[CH:28][CH:27]=3)[N:22]=2)=[CH:17][CH:16]=1)=[C:13]=[S:14]>>[OH:5][CH2:4][CH2:3][C@@H:2]([NH:1][C:13]([NH:12][C:15]1[CH:16]=[CH:17][C:18]([C:21]2[N:25]=[CH:24][N:23]([C:26]3[CH:31]=[CH:30][C:29]([O:32][C:33]([F:36])([F:34])[F:35])=[CH:28][CH:27]=3)[N:22]=2)=[CH:19][CH:20]=1)=[S:14])[C:6]1[CH:11]=[CH:10][CH:9]=[CH:8][CH:7]=1. Reported procedure: The title compound was prepared with (R)-3-amino-3-phenylpropan-1-ol and 3-(4-isothiocyanato-phenyl)-1-(4-trifluoromethoxy-phenyl)-1H-1,2,4-triazole and isolated as an off-white solid (0.270 g, 64%): mp 162-165° C.; 1H NMR (400 MHz, DMSO-d6) δ 9.74 (s, 1H), 9.37 (d, J=1.8 Hz, 1H), 8.42 (d, J=7.6 Hz, 1H), 8.07-8.01 (m, 4H), 7.63-7.61 (m, 4H), 7.35-7.34 (m, 4H), 7.25-7.26 (m, 1H), 5.58 (s, 1H), 4.65 (s, 1H), 3.39-3.40 (m, 2H), 1.90-2.03 (m, 2H); ESIMS m/z 514 ([M+H]+).